describe an organic reaction: reactants, conditions, products, and yield From a dataset of the Open Reaction Database (ORD), a public repository of structured organic reaction records. Reactants: OCCn1cc2c(n1)CCc1c-2sc2ncnc(Nc3ccc(OCc4cccc(F)c4)c(Cl)c3)c12, COCCn1cc2c(n1)CCc1c-2sc2ncnc(N(C)c3ccc(OCc4cccc(F)c4)c(Cl)c3)c12, [H-], CI, [Na+], CN(C)C=O, O. The product is COCCn1cc2c(n1)CCc1c-2sc2ncnc(Nc3ccc(OCc4cccc(F)c4)c(Cl)c3)c12. RXN SMILES: [Cl:3][c:4]1[cH:5][c:6]([NH:7][c:8]2[c:9]3[c:10]4[c:21]([s:22][c:23]3[n:24][cH:25][n:26]2)-[c:14]2[c:13]([n:20][n:16]([CH2:17][CH2:18][OH:19])[cH:15]2)[CH2:12][CH2:11]4)[cH:27][cH:28][c:29]1[O:30][CH2:31][c:32]1[cH:33][cH:34][cH:35][c:36]([F:37])[cH:38]1.[Cl:41][c:42]1[cH:43][c:44]([N:57]([c:58]2[n:59][cH:60][n:61][c:62]3[c:63]2[c:64]2[c:65]([s:77]3)-[c:66]3[cH:67][n:68]([CH2:73][CH2:74][O:75][CH3:76])[n:69][c:70]3[CH2:71][CH2:72]2)[CH3:78])[cH:45][cH:46][c:47]1[O:48][CH2:49][c:50]1[cH:51][c:52]([F:56])[cH:53][cH:54][cH:55]1.[H-:1].[I:39][CH3:40].[Na+:2].[O:80]=[CH:81][N:82]([CH3:83])[CH3:84].[OH2:79]>>[Cl:41][c:42]1[cH:43][c:44]([NH:57][c:58]2[n:59][cH:60][n:61][c:62]3[c:63]2[c:64]2[c:65]([s:77]3)-[c:66]3[cH:67][n:68]([CH2:73][CH2:74][O:75][CH3:76])[n:69][c:70]3[CH2:71][CH2:72]2)[cH:45][cH:46][c:47]1[O:48][CH2:49][c:50]1[cH:51][c:52]([F:56])[cH:53][cH:54][cH:55]1. Reactants: C=O, CO, Cc1cn(C2CC(ON)C(CO[Si](C)(C)C(C)(C)C)O2)c(=O)[nH]c1=O. The product is C=NOC1CC(n2cc(C)c(=O)[nH]c2=O)OC1CO[Si](C)(C)C(C)(C)C. As a reaction SMILES: [CH2:1]=[O:2].[CH3:28][OH:29].[NH2:3][O:4][CH:5]1[CH2:6][CH:7]([n:19]2[c:20](=[O:21])[nH:22][c:23](=[O:24])[c:25]([CH3:26])[cH:27]2)[O:8][CH:9]1[CH2:10][O:11][Si:12]([CH3:13])([CH3:14])[C:15]([CH3:16])([CH3:17])[CH3:18]>>[CH2:1]=[N:3][O:4][CH:5]1[CH2:6][CH:7]([n:19]2[c:20](=[O:21])[nH:22][c:23](=[O:24])[c:25]([CH3:26])[cH:27]2)[O:8][CH:9]1[CH2:10][O:11][Si:12]([CH3:13])([CH3:14])[C:15]([CH3:16])([CH3:17])[CH3:18]. The reactants are Cl, CC(=O)N1CCc2nc(C(C)C)nc(-c3ccc(F)cc3)c2C1. Yields the product CC(C)c1nc2c(c(-c3ccc(F)cc3)n1)CNCC2. RXN SMILES: [ClH:24].[F:1][c:2]1[cH:3][cH:4][c:5](-[c:8]2[c:9]3[c:10]([n:11][c:12]([CH:14]([CH3:15])[CH3:16])[n:13]2)[CH2:17][CH2:18][N:19]([C:21](=[O:22])[CH3:23])[CH2:20]3)[cH:6][cH:7]1>>[F:1][c:2]1[cH:3][cH:4][c:5](-[c:8]2[c:9]3[c:10]([n:11][c:12]([CH:14]([CH3:15])[CH3:16])[n:13]2)[CH2:17][CH2:18][NH:19][CH2:20]3)[cH:6][cH:7]1.